Dataset: the Open Reaction Database (ORD), a public repository of structured organic reaction records. Task: describe an organic reaction: reactants, conditions, products, and yield The reactants are CCOC(=O)C12CCC1CN(C(=O)OCc1ccccc1)C2, CCO, [Na+], [OH-]. Yields the product O=C(OCc1ccccc1)N1CC2CCC2(C(=O)O)C1. Reaction SMILES: [CH2:1]([CH3:2])[O:3][C:4](=[O:5])[C:6]12[CH2:7][N:8]([C:13](=[O:14])[O:15][CH2:16][c:17]3[cH:18][cH:19][cH:20][cH:21][cH:22]3)[CH2:9][CH:10]1[CH2:11][CH2:12]2.[CH3:25][CH2:26][OH:27].[Na+:24].[OH-:23]>>[O:3]=[C:4]([OH:5])[C:6]12[CH2:7][N:8]([C:13](=[O:14])[O:15][CH2:16][c:17]3[cH:18][cH:19][cH:20][cH:21][cH:22]3)[CH2:9][CH:10]1[CH2:11][CH2:12]2. The reactants are CC(=O)O, COC(=O)C1(C)CCCc2ccccc2C1=O, Cl. Product: CC1CCCc2ccccc2C1=O. RXN SMILES: [CH3:19][C:20](=[O:21])[OH:22].[CH3:1][C:2]1([C:14]([O:15][CH3:16])=[O:17])[C:3](=[O:13])[c:4]2[c:5]([cH:9][cH:10][cH:11][cH:12]2)[CH2:6][CH2:7][CH2:8]1.[ClH:18]>>[CH3:1][CH:2]1[C:3](=[O:13])[c:4]2[c:5]([cH:9][cH:10][cH:11][cH:12]2)[CH2:6][CH2:7][CH2:8]1. The reactants are CCCC[N+](CCCC)(CCCC)CCCC, COC(=O)C1=CCCCC1, CCOCC, [F-], C[N+](=O)[O-], C1CCOC1. Product: COC(=O)C1CCCCC1C[N+](=O)[O-]. As a reaction SMILES: [CH2:12]([N+:13]([CH2:14][CH2:15][CH2:16][CH3:17])([CH2:18][CH2:19][CH2:20][CH3:21])[CH2:22][CH2:23][CH2:24][CH3:25])[CH2:26][CH2:27][CH3:28].[CH3:1][O:2][C:3](=[O:4])[C:5]1=[CH:6][CH2:7][CH2:8][CH2:9][CH2:10]1.[CH3:38][CH2:39][O:40][CH2:41][CH3:42].[F-:11].[N+:29](=[O:30])([O-:31])[CH3:32].[O:33]1[CH2:34][CH2:35][CH2:36][CH2:37]1>>[CH3:1][O:2][C:3](=[O:4])[CH:5]1[CH:6]([CH2:32][N+:29](=[O:30])[O-:31])[CH2:7][CH2:8][CH2:9][CH2:10]1.